describe an organic reaction: reactants, conditions, products, and yield From a dataset of the Open Reaction Database (ORD), a public repository of structured organic reaction records. The reactants are C=CCOC(=O)CCCC=CCC1C(OC2CCCCO2)CC(OC2CCCCO2)C1COC(=S)NCc1cccc(Cl)c1, C1CCOC1, Cl, [Li+], [OH-], O. Product: O=C(O)CCCC=CCC1C(OC2CCCCO2)CC(OC2CCCCO2)C1COC(=S)NCc1cccc(Cl)c1. Reaction SMILES: [CH2:1]([CH:2]=[CH2:3])[O:4][C:5]([CH2:6][CH2:7][CH2:8][CH:9]=[CH:10][CH2:11][CH:12]1[CH:13]([CH2:31][O:32][C:33]([NH:34][CH2:35][c:36]2[cH:37][c:38]([Cl:42])[cH:39][cH:40][cH:41]2)=[S:43])[CH:14]([O:24][CH:25]2[O:26][CH2:27][CH2:28][CH2:29][CH2:30]2)[CH2:15][CH:16]1[O:17][CH:18]1[O:19][CH2:20][CH2:21][CH2:22][CH2:23]1)=[O:44].[CH2:48]1[O:49][CH2:50][CH2:51][CH2:52]1.[ClH:47].[Li+:45].[OH-:46].[OH2:53]>>[O:4]=[C:5]([CH2:6][CH2:7][CH2:8][CH:9]=[CH:10][CH2:11][CH:12]1[CH:13]([CH2:31][O:32][C:33]([NH:34][CH2:35][c:36]2[cH:37][c:38]([Cl:42])[cH:39][cH:40][cH:41]2)=[S:43])[CH:14]([O:24][CH:25]2[O:26][CH2:27][CH2:28][CH2:29][CH2:30]2)[CH2:15][CH:16]1[O:17][CH:18]1[O:19][CH2:20][CH2:21][CH2:22][CH2:23]1)[OH:44].